From a dataset of the Open Reaction Database (ORD), a public repository of structured organic reaction records. describe an organic reaction: reactants, conditions, products, and yield As a reaction SMILES: [NH2:1][C:2]1[C:3](=[O:14])[N:4]([CH2:12][CH3:13])[C:5](=[O:11])[N:6]([CH2:9][CH3:10])[C:7]=1[NH2:8].[C:15]1([C:21]2[CH:31]=[CH:30][C:24]([CH:25]=[CH:26][C:27](O)=O)=[CH:23][CH:22]=2)[CH:20]=[CH:19][CH:18]=[CH:17][CH:16]=1>>[CH2:12]([N:4]1[C:3](=[O:14])[C:2]2[NH:1][C:27](/[CH:26]=[CH:25]/[C:24]3[CH:30]=[CH:31][C:21]([C:15]4[CH:20]=[CH:19][CH:18]=[CH:17][CH:16]=4)=[CH:22][CH:23]=3)=[N:8][C:7]=2[N:6]([CH2:9][CH3:10])[C:5]1=[O:11])[CH3:13]. Starting materials: NC=1C(N(C(N(C1N)CC)=O)CC)=O (5,6-diamino-1,3-diethyluracil), C1(=CC=CC=C1)C1=CC=C(C=CC(=O)O)C=C1 (4-phenylcinnamic acid). Reported procedure: Substantially the same procedure as in Example 7 was repeated using 2.50 g (12.6 mmol) of 5,6-diamino-1,3-diethyluracil and 3.12 g (13.9 mmol) of 4-phenylcinnamic acid. Then, the resultant crude crystals were recrystallized from dioxane/water to give 1.90 g (yield 39%) of Compound 163 as yellow flocculent precipitates. Yields the product C(C)N1C(=O)N(C=2N=C(NC2C1=O)\C=C\C1=CC=C(C=C1)C1=CC=CC=C1)CC ((E)-1,3-Diethyl-8-(4-phenylstyryl)xanthine). The yield is 39.0%. Reactants: CC(C)(C)OC(=O)CBr, Oc1ccc(F)cc1Br, O=C([O-])[O-], [K+], [K+], CN(C)C=O. Yields the product CC(C)(C)OC(=O)COc1ccc(F)cc1Br. As a reaction SMILES: [Br:16][CH2:17][C:18](=[O:19])[O:20][C:21]([CH3:22])([CH3:23])[CH3:24].[Br:1][c:2]1[c:3]([OH:9])[cH:4][cH:5][c:6]([F:8])[cH:7]1.[C:10](=[O:11])([O-:12])[O-:13].[K+:14].[K+:15].[O:25]=[CH:26][N:27]([CH3:28])[CH3:29]>>[Br:1][c:2]1[c:3]([O:9][CH2:17][C:18](=[O:19])[O:20][C:21]([CH3:22])([CH3:23])[CH3:24])[cH:4][cH:5][c:6]([F:8])[cH:7]1. Starting materials: C1(CC1)NC=1C(=CC=C(C1)F)N (N2-cyclopropyl-4-fluorobenzene-1,2-diamine), FC=1C=C(C=NC1)C(=O)O (5-fluoropyridine-3-carboxylic acid), C(CCl)Cl (EDC), C=1C=CC2=C(C1)N=NN2O (HOBt), C(C)(C)N(CC)C(C)C (diisopropylethylamine). Solvent: ClCCl (dichloromethane). The product is C1(CC1)NC1=C(C=CC(=C1)F)NC(=O)C=1C=NC=C(C1)F (N-[2-(cyclopropylamino)-4-fluorophenyl]-5-fluoropyridine-3-carboxamide). Reaction SMILES: [CH:1]1([NH:4][C:5]2[C:6]([NH2:12])=[CH:7][CH:8]=[C:9]([F:11])[CH:10]=2)[CH2:3][CH2:2]1.[F:13][C:14]1[CH:15]=[C:16]([C:20](O)=[O:21])[CH:17]=[N:18][CH:19]=1.C(Cl)CCl.C1C=CC2N(O)N=NC=2C=1.C(N(C(C)C)CC)(C)C>ClCCl>[CH:1]1([NH:4][C:5]2[CH:10]=[C:9]([F:11])[CH:8]=[CH:7][C:6]=2[NH:12][C:20]([C:16]2[CH:17]=[N:18][CH:19]=[C:14]([F:13])[CH:15]=2)=[O:21])[CH2:3][CH2:2]1. Reported procedure: To a solution of the title compound from N2-cyclopropyl-4-fluorobenzene-1,2-diamine (0.065 g, 0.39 mmol) in dichloromethane (1.96 mL) were added 5-fluoropyridine-3-carboxylic acid (0.061 g, 0.43 mmol), EDC (0.082 g, 0.43 mmol), HOBt (0.066 g, 0.43 mmol), and diisopropylethylamine (0.280 mL, 1.56 mmol). The reaction was stirred at room temperature overnight, then diluted with dichloromethane, washed sequentially with water and brine, dried over magnesium sulfate, filtered and concentrated. Purifi... The reactants are O=C([O-])[O-], CCc1c(C)nc2n(Cc3ccc(C(=O)c4ccc(O)cc4)cc3)ccn2c1=O, ClCCN1CCOCC1, Cl, [K+], [K+], CN(C)C=O. Yields the product CCc1c(C)nc2n(Cc3ccc(C(=O)c4ccc(OCCN5CCOCC5)cc4)cc3)ccn2c1=O, Cl. As a reaction SMILES: [C:40](=[O:41])([O-:42])[O-:43].[CH2:1]([CH3:2])[c:3]1[c:4]([CH3:29])[n:5][c:6]2[n:7]([c:8]1=[O:9])[cH:10][cH:11][n:12]2[CH2:13][c:14]1[cH:15][cH:16][c:17]([C:20]([c:21]2[cH:22][cH:23][c:24]([OH:27])[cH:25][cH:26]2)=[O:28])[cH:18][cH:19]1.[Cl:31][CH2:32][CH2:33][N:34]1[CH2:35][CH2:36][O:37][CH2:38][CH2:39]1.[ClH:30].[K+:44].[K+:45].[O:46]=[CH:47][N:48]([CH3:49])[CH3:50]>>[CH2:1]([CH3:2])[c:3]1[c:4]([CH3:29])[n:5][c:6]2[n:7]([c:8]1=[O:9])[cH:10][cH:11][n:12]2[CH2:13][c:14]1[cH:15][cH:16][c:17]([C:20]([c:21]2[cH:22][cH:23][c:24]([O:27][CH2:32][CH2:33][N:34]3[CH2:35][CH2:36][O:37][CH2:38][CH2:39]3)[cH:25][cH:26]2)=[O:28])[cH:18][cH:19]1.[ClH:31]. Starting materials: COC(=O)c1cnc2[nH]c(C(CC3CCCC3)c3ccc(S(C)(=O)=O)nc3)cc2c1, CCO, ClCCl, Cl, [Na+], C1CCOC1, [OH-]. Product: CS(=O)(=O)c1ccc(C(CC2CCCC2)c2cc3cc(C(=O)O)cnc3[nH]2)cn1. Reaction SMILES: [CH3:1][O:2][C:3](=[O:4])[c:5]1[cH:6][c:7]2[c:8]([n:9][cH:10]1)[nH:11][c:12]([CH:14]([CH2:15][CH:16]1[CH2:17][CH2:18][CH2:19][CH2:20]1)[c:21]1[cH:22][n:23][c:24]([S:27](=[O:28])(=[O:29])[CH3:30])[cH:25][cH:26]1)[cH:13]2.[CH3:34][CH2:35][OH:36].[Cl:42][CH2:43][Cl:44].[ClH:33].[Na+:32].[O:37]1[CH2:38][CH2:39][CH2:40][CH2:41]1.[OH-:31]>>[O:2]=[C:3]([OH:4])[c:5]1[cH:6][c:7]2[c:8]([n:9][cH:10]1)[nH:11][c:12]([CH:14]([CH2:15][CH:16]1[CH2:17][CH2:18][CH2:19][CH2:20]1)[c:21]1[cH:22][n:23][c:24]([S:27](=[O:28])(=[O:29])[CH3:30])[cH:25][cH:26]1)[cH:13]2.